This data is from the Open Reaction Database (ORD), a public repository of structured organic reaction records. The task is: describe an organic reaction: reactants, conditions, products, and yield Reactants: FC=1C=C(C=CC1)C1OC2=CC=C(C=C2C(C1)=O)O (2-(3-fluorophenyl)-6-hydroxychroman-4-one), OC1=C(C=C(C=C1)O)C(C)=O (2′,5′-dihydroxyacetophenone), FC(C1=CC=C(C=O)C=C1)(F)F (4-trifluoromethylbenzaldehyde). The product is OC=1C=C2C(CC(OC2=CC1)C1=CC=C(C=C1)C(F)(F)F)=O (6-Hydroxy-2-(4-trifluoromethylphenyl)chroman-4-one). Reaction SMILES: F[C:2]1[CH:3]=[C:4]([CH:8]2[CH2:17][C:16](=[O:18])[C:15]3[C:10](=[CH:11][CH:12]=[C:13]([OH:19])[CH:14]=3)[O:9]2)[CH:5]=[CH:6][CH:7]=1.OC1C=CC(O)=CC=1C(=O)C.[F:31][C:32]([F:42])([F:41])C1C=CC(C=O)=CC=1>>[OH:19][C:13]1[CH:14]=[C:15]2[C:10](=[CH:11][CH:12]=1)[O:9][CH:8]([C:4]1[CH:5]=[CH:6][C:7]([C:32]([F:42])([F:41])[F:31])=[CH:2][CH:3]=1)[CH2:17][C:16]2=[O:18]. Procedure details: 6-Hydroxy-2-(4-trifluoromethylphenyl)chroman-4-one was prepared as described for 2-(3-fluorophenyl)-6-hydroxychroman-4-one in Example 9(a) starting from 2.0 g of 2′,5′-dihydroxyacetophenone and 2.1 ml of 4-trifluoromethylbenzaldehyde. The product was purified by column chromatography using heptane-ethyl acetate (2:1) as an eluant. Further purification was carried out by column chromatography using toluene-ethyl acetate (4:1) as an eluant. Finally the product was crystallised from ethanol. 1H NMR... The reactants are C([O-])([O-])=O.[K+].[K+] (potassium carbonate), C(C)#N (acetonitrile), C(C1=CC=CC=C1)[N+](CCCC)(CCCC)CCCC (benzyl tributylammonium), C(C=C)Br (allyl bromide), O (water). Yields the product C(C=C)OC1=C(C(=O)OC)C=CC(=C1)C (Methyl 2-allyloxy-4-methylbenzoate). RXN SMILES: [C:1](=[O:4])([O-])[O-:2].[K+].[K+].[C:7](#N)C.[CH2:10]([N+](CCCC)(CCCC)CCCC)[C:11]1[CH:16]=[CH:15][CH:14]=[CH:13][CH:12]=1.[CH2:30](Br)[CH:31]=[CH2:32].[OH2:34]>>[CH2:30]([O:34][C:15]1[CH:16]=[C:11]([CH3:10])[CH:12]=[CH:13][C:14]=1[C:1]([O:2][CH3:7])=[O:4])[CH:31]=[CH2:32] |f:0.1.2|. Procedure details: 265 g of potassium carbonate, 637 ml of acetonitrile, 300 g of benzyl tributylammonium and 279 g of allyl bromide were introduced into a 4-liter round-bottomed flask and 391.5 g of methyl 2-hydroxy-4-methylbenxzoate were then added slowly. The temperature rose up to 36° C. The contents were then heated under reflux, with vigorous stirring, for 4 hours and then cooled and the reaction mixture poured into 7 liters of water. The oily layer formed was decanted and extracted with ether and the soluti...